This data is from the Open Reaction Database (ORD), a public repository of structured organic reaction records. The task is: describe an organic reaction: reactants, conditions, products, and yield Reactants: COC1=CC=C2CCC(C2=C1)=O (6-methoxy-1-indanone), O (water), [H-].[Na+] (sodium hydride), C(#N)CP(OCC)(OCC)=O (diethyl cyanomethylphosphonate). The solvent is C1CCOC1 (THF), C1CCOC1 (THF). Conditions: time 15 hour. Product: COC1=CC=C2CCC(C2=C1)=CC#N ((6-Methoxyindan-1-ylidene)acetonitrile). The yield is 52.5%. Reaction SMILES: [H-].[Na+].[C:3]([CH2:5]P(=O)(OCC)OCC)#[N:4].[CH3:14][O:15][C:16]1[CH:24]=[C:23]2[C:19]([CH2:20][CH2:21][C:22]2=O)=[CH:18][CH:17]=1.O>C1COCC1>[CH3:14][O:15][C:16]1[CH:24]=[C:23]2[C:19]([CH2:20][CH2:21][C:22]2=[CH:5][C:3]#[N:4])=[CH:18][CH:17]=1 |f:0.1|. Procedure details: To a solution of 60% sodium hydride (2.71 g, 67.9 mmol) in THF (150 ml) was added dropwise, under ice-cooling, diethyl cyanomethylphosphonate (11.5 g, 64.8 mmol). The mixture was stirred for 15 hours, to which was then added dropwise a solution of 6-methoxy-1-indanone (10.0 g, 61.7 mmol) in THF (30 ml). The reaction mixture was stirred for 30 minutes at room temperature. The reaction mixture was poured into water, and the organic layer was subjected to extraction with ethyl acetate. The extract ...